From a dataset of the Open Reaction Database (ORD), a public repository of structured organic reaction records. describe an organic reaction: reactants, conditions, products, and yield The reactants are Nc1ccc(F)cn1, [Na+], [OH-], O=[N+]([O-])O, O=S(=O)(O)O. Yields the product Nc1ncc(F)cc1[N+](=O)[O-]. As a reaction SMILES: [NH2:1][c:2]1[n:3][cH:4][c:5]([F:8])[cH:6][cH:7]1.[Na+:14].[OH-:13].[OH:9][N+:10]([O-:11])=[O:12].[S:15](=[O:16])(=[O:17])([OH:18])[OH:19]>>[NH2:1][c:2]1[n:3][cH:4][c:5]([F:8])[cH:6][c:7]1[N+:10](=[O:9])[O-:11]. Starting materials: CC(=O)OC(C)(C)C(=O)Cl, Nc1ccc(S(=O)(=O)F)cc1Cl, ClCCl, c1ccncc1. Product: CC(=O)OC(C)(C)C(=O)Nc1ccc(S(=O)(=O)F)cc1Cl. RXN SMILES: [C:13]([CH3:14])(=[O:15])[O:16][C:17]([C:18](=[O:19])[Cl:20])([CH3:21])[CH3:22].[Cl:1][c:2]1[c:3]([NH2:4])[cH:5][cH:6][c:7]([S:9](=[O:10])(=[O:11])[F:12])[cH:8]1.[Cl:29][CH2:30][Cl:31].[cH:23]1[cH:24][cH:25][n:26][cH:27][cH:28]1>>[Cl:1][c:2]1[c:3]([NH:4][C:18]([C:17]([O:16][C:13]([CH3:14])=[O:15])([CH3:21])[CH3:22])=[O:19])[cH:5][cH:6][c:7]([S:9](=[O:10])(=[O:11])[F:12])[cH:8]1.